From a dataset of the Open Reaction Database (ORD), a public repository of structured organic reaction records. describe an organic reaction: reactants, conditions, products, and yield Starting materials: ClCCS(=O)(=O)C1=C(C(N(C(=C1)C)CC(=O)OCC)=O)[N+](=O)[O-] (4-(2-chloroethylsulfonyl)-1-ethyloxycarbonylmethyl-6-methyl-3-nitro-2-pyridinone). Reagents/catalysts: [Pt](=O)=O (platinum (IV) oxide). Run in C(C)O (ethanol). Run at time 16 hour. Product: NC=1C(N(C(=CC1S(=O)(=O)CCCl)C)CC(=O)OCC)=O (3-Amino-4-(2-chloroethylsulfonyl)-1-ethyloxycarbonylmethyl-6-methyl-2-pyridinone). Reaction SMILES: [Cl:1][CH2:2][CH2:3][S:4]([C:7]1[CH:12]=[C:11]([CH3:13])[N:10]([CH2:14][C:15]([O:17][CH2:18][CH3:19])=[O:16])[C:9](=[O:20])[C:8]=1[N+:21]([O-])=O)(=[O:6])=[O:5]>C(O)C.[Pt](=O)=O>[NH2:21][C:8]1[C:9](=[O:20])[N:10]([CH2:14][C:15]([O:17][CH2:18][CH3:19])=[O:16])[C:11]([CH3:13])=[CH:12][C:7]=1[S:4]([CH2:3][CH2:2][Cl:1])(=[O:6])=[O:5]. Procedure: A mixture of platinum (IV) oxide (24 mg) and 4-(2-chloroethylsulfonyl)-1-ethyloxycarbonylmethyl-6-methyl-3-nitro-2-pyridinone (120 mg, 0.33 mmol) in ethanol (3.0 mL) was stirred under hydrogen for 16 h. The reaction was filtered through celite and evaporated to give the title compound as a glass: Reactants: BrC=1C=CC(=NC1)COC1=CC(NC=C1)=O (4-(5-bromo-pyridin-2-ylmethoxy)-1H-pyridin-2-one), C(C)(C)(C)OC(=O)N1CC2=CC(=CC=C2CC1)CCOS(=O)(=O)C1=CC=C(C=C1)C (7-[2-(toluene-4-sulfonyloxy)-ethyl]-3,4-dihydro-1H-isoquinoline-2-carboxylic acid tert-butyl ester). Yields the product C(C)(C)(C)OC(=O)N1CC2=CC(=CC=C2CC1)CCN1C(C=C(C=C1)OCC1=NC=C(C=C1)Br)=O (7-{2-[4-(5-Bromo-pyridin-2-ylmethoxy)-2-oxo-2H-pyridin-1-yl]-ethyl}-3,4-dihydro-1H-isoquinoline-2-carboxylic acid tert-butyl ester). Reaction SMILES: [Br:1][C:2]1[CH:3]=[CH:4][C:5]([CH2:8][O:9][C:10]2[CH:15]=[CH:14][NH:13][C:12](=[O:16])[CH:11]=2)=[N:6][CH:7]=1.[C:17]([O:21][C:22]([N:24]1[CH2:33][CH2:32][C:31]2[C:26](=[CH:27][C:28]([CH2:34][CH2:35]OS(C3C=CC(C)=CC=3)(=O)=O)=[CH:29][CH:30]=2)[CH2:25]1)=[O:23])([CH3:20])([CH3:19])[CH3:18]>>[C:17]([O:21][C:22]([N:24]1[CH2:33][CH2:32][C:31]2[C:26](=[CH:27][C:28]([CH2:34][CH2:35][N:13]3[CH:14]=[CH:15][C:10]([O:9][CH2:8][C:5]4[CH:4]=[CH:3][C:2]([Br:1])=[CH:7][N:6]=4)=[CH:11][C:12]3=[O:16])=[CH:29][CH:30]=2)[CH2:25]1)=[O:23])([CH3:20])([CH3:19])[CH3:18]. Reported procedure: 7-{2-[4-(5-Bromo-pyridin-2-ylmethoxy)-2-oxo-2H-pyridin-1-yl]-ethyl}-3,4-dihydro-1H-isoquinoline-2-carboxylic acid tert-butyl ester is prepared following example 24.1 from 562 mg (2.00 mmol) 4-(5-bromo-pyridin-2-ylmethoxy)-1H-pyridin-2-one (preparation 22.2) and 863 mg (2.00 mmol) 7-[2-(toluene-4-sulfonyloxy)-ethyl]-3,4-dihydro-1H-isoquinoline-2-carboxylic acid tert-butyl ester (preparation 7). Reactants: [Br-], O=Cc1ncn2ccc(Br)cc12, COCC[P+](c1ccccc1)(c1ccccc1)c1ccccc1, CN(C)C=O, Cl, [H-], [Na+]. The product is COCC=Cc1ncn2ccc(Br)cc12. As a reaction SMILES: [Br-:1].[Br:27][c:28]1[cH:29][c:30]2[n:31]([cH:32][cH:33]1)[cH:34][n:35][c:36]2[CH:37]=[O:38].[CH3:2][O:3][CH2:4][CH2:5][P+:6]([c:7]1[cH:8][cH:9][cH:10][cH:11][cH:12]1)([c:13]1[cH:14][cH:15][cH:16][cH:17][cH:18]1)[c:19]1[cH:20][cH:21][cH:22][cH:23][cH:24]1.[CH3:40][N:41]([CH3:42])[CH:43]=[O:44].[ClH:39].[H-:25].[Na+:26]>>[CH3:2][O:3][CH2:4][CH:5]=[CH:37][c:36]1[c:30]2[cH:29][c:28]([Br:27])[cH:33][cH:32][n:31]2[cH:34][n:35]1. Reactants: ClC=1C=NC=C(C1SC1=C(C=C(S1)C(=O)O)[N+](=O)[O-])Cl (5-[(3,5-dichloro-4-pyridyl)sulfanyl]-4-nitro-thiophene-2-carboxylic acid), NC=1C=C2C=CC=NC2=CC1 (6-aminoquinoline). Product: ClC=1C=NC=C(C1SC1=C(C=C(S1)C(=O)NC=1C=C2C=CC=NC2=CC1)[N+](=O)[O-])Cl (5-((3,5-dichloropyridin-4-yl)thio)-4-nitro-N-(quinolin-6-yl)thiophene-2-carboxamide), solid. Isolated yield 25.0%. Reaction SMILES: [Cl:1][C:2]1[CH:3]=[N:4][CH:5]=[C:6]([Cl:20])[C:7]=1[S:8][C:9]1[S:13][C:12]([C:14]([OH:16])=O)=[CH:11][C:10]=1[N+:17]([O-:19])=[O:18].[NH2:21][C:22]1[CH:23]=[C:24]2[C:29](=[CH:30][CH:31]=1)[N:28]=[CH:27][CH:26]=[CH:25]2>>[Cl:20][C:6]1[CH:5]=[N:4][CH:3]=[C:2]([Cl:1])[C:7]=1[S:8][C:9]1[S:13][C:12]([C:14]([NH:21][C:22]2[CH:23]=[C:24]3[C:29](=[CH:30][CH:31]=2)[N:28]=[CH:27][CH:26]=[CH:25]3)=[O:16])=[CH:11][C:10]=1[N+:17]([O-:19])=[O:18]. Procedure details: Prepared according to the procedure described for example 70 from 5-[(3,5-dichloro-4-pyridyl)sulfanyl]-4-nitro-thiophene-2-carboxylic acid (150 mg, 0.43 mmol) and 6-aminoquinoline (73.7 mg, 0.51 mmol). The title compound was obtained as a yellow solid (52 mg, 25% yield). 1H NMR (400 MHz, d6-DMSO) δ: 10.84 (1H, br), 9.02 (2H, m), 8.825 (1H, m), 8.81 (1H, m), 8.34 (1H, m), 8.32 (1H, m), 8.04 (1H, m), 7.97 (1H, m), 7.51 (1H, m). MS m/z: 475.18, 477.09 [M+H]+. Reactants: NC1=NC(=C(C(=N1)N)C1=CC(=C(C=C1)Cl)N)CC (2,4-diamino-6-ethyl-5-(3-amino-4-chlorophenyl)pyrimidine), C(CCCCCCCCCC)(=O)Cl (undecanoyl chloride). Run in O (water), O1CCCC1 (tetrahydrofuran), O1CCCC1 (tetrahydrofuran), N1=CC=CC=C1 (pyridine), O (water). Conditions: time 4 day. The product is NC1=NC(=C(C(=N1)N)C1=CC(=C(C=C1)Cl)NC(=O)CCCCCCCCCC)CC (2,4-diamino-6-ethyl-5-(4-chloro-3-decylcarbonylaminophenyl)pyrimidine). Yield: 648.1%. Reaction SMILES: [NH2:1][C:2]1[N:7]=[C:6]([NH2:8])[C:5]([C:9]2[CH:14]=[CH:13][C:12]([Cl:15])=[C:11]([NH2:16])[CH:10]=2)=[C:4]([CH2:17][CH3:18])[N:3]=1.[C:19](Cl)(=[O:30])[CH2:20][CH2:21][CH2:22][CH2:23][CH2:24][CH2:25][CH2:26][CH2:27][CH2:28][CH3:29]>N1C=CC=CC=1.O1CCCC1.O>[NH2:1][C:2]1[N:7]=[C:6]([NH2:8])[C:5]([C:9]2[CH:14]=[CH:13][C:12]([Cl:15])=[C:11]([NH:16][C:19]([CH2:20][CH2:21][CH2:22][CH2:23][CH2:24][CH2:25][CH2:26][CH2:27][CH2:28][CH3:29])=[O:30])[CH:10]=2)=[C:4]([CH2:17][CH3:18])[N:3]=1. Reported procedure: Under a nitrogen atmosphere, a solution of 2.5 grams (0.001 mole) of 2,4-diamino-6-ethyl-5-(3-amino-4-chlorophenyl)pyrimidine (prepared in Step B of this Example) in 75 mL of pyridine and 25 mL of tetrahydrofuran was stirred and cooled in an ice bath. To this was added dropwise during a 10 minute period, a solution of 2.2 grams (0.001 mole) of undecanoyl chloride in 50 mL of tetrahydrofuran. The reaction mixture was maintained below about 10° C. throughout the addition. Upon completion of additi... Starting materials: O (water), C(C1=CC=CC=C1)N (benzylamine), ClC1=CC=C(C=C1)C1(CCC1)C(=O)C=1C=C(OCCNS(=O)(=O)CCC)C=CC1 (propane-1-sulfonic acid (2-{3-[1-(4-chloro-phenyl)-cyclobutanecarbonyl]-phenoxy}-ethyl)-amide), C(C)(C)O (isopropanol). The reagents and catalysts are CC([O-])C.[Ti+4].CC([O-])C.CC([O-])C.CC([O-])C (Titanium (IV) isopropoxide). Run in C(C)OC(C)=O (ethylacetate). Reaction conditions: temperature 35 celsius, time 6 hour. The product is C(C1=CC=CC=C1)NC(C=1C=C(OCCNS(=O)(=O)CCC)C=CC1)C1(CCC1)C1=CC=C(C=C1)Cl (Propane-1-sulfonic acid [2-(3-{benzylamino-[1-(4-chloro-phenyl)-cyclobutyl]-methyl}-phenoxy)-ethyl]-amide). Yield: 9.8%. As a reaction SMILES: [CH2:1]([NH2:8])[C:2]1[CH:7]=[CH:6][CH:5]=[CH:4][CH:3]=1.[Cl:9][C:10]1[CH:15]=[CH:14][C:13]([C:16]2([C:20]([C:22]3[CH:23]=[C:24]([CH:35]=[CH:36][CH:37]=3)[O:25][CH2:26][CH2:27][NH:28][S:29]([CH2:32][CH2:33][CH3:34])(=[O:31])=[O:30])=O)[CH2:19][CH2:18][CH2:17]2)=[CH:12][CH:11]=1.C(O)(C)C.O>C(OC(=O)C)C.CC(C)[O-].[Ti+4].CC(C)[O-].CC(C)[O-].CC(C)[O-]>[CH2:1]([NH:8][CH:20]([C:16]1([C:13]2[CH:14]=[CH:15][C:10]([Cl:9])=[CH:11][CH:12]=2)[CH2:19][CH2:18][CH2:17]1)[C:22]1[CH:23]=[C:24]([CH:35]=[CH:36][CH:37]=1)[O:25][CH2:26][CH2:27][NH:28][S:29]([CH2:32][CH2:33][CH3:34])(=[O:31])=[O:30])[C:2]1[CH:7]=[CH:6][CH:5]=[CH:4][CH:3]=1 |f:5.6.7.8.9|. Reported procedure: Titanium (IV) isopropoxide (235 mg, 0.83 mmol) was added under nitrogen at room temperature to a mixture of benzylamine (147 mg, 1.37 mmol) and propane-1-sulfonic acid (2-{3-[1-(4-chloro-phenyl)-cyclobutanecarbonyl]-phenoxy}-ethyl)-amide (120 mg, 0.27 mmol), followed by 1 ml of isopropanol. The mixture was stirred at 35° C. for 6 h, then over night at room temperature followed by addition of NaCNBH4 (43 mg, 0.69 mmol) and heating to reflux for further 6 hours. The suspension was treated with wat... The reactants are COC(CNC(C=C1C2=CC=CC=C2C=2C=CC=CC12)=O)=O (2-(2-(9H-fluoren-9-ylidene)acetamido)acetic acid methyl ester), CO (CH3OH), solution, [Li+].[OH-] (LiOH), Cl (hydrochloric acid). The solvent is O (H2O). Run at time 5 hour. Product: C1=CC=CC=2C3=CC=CC=C3C(C12)=CC(=O)NCC(=O)O (2-(2-(9H-fluoren-9-ylidene)acetamido)acetic acid). The yield is 92.7%. RXN SMILES: C[O:2][C:3](=[O:22])[CH2:4][NH:5][C:6](=[O:21])[CH:7]=[C:8]1[C:20]2[CH:19]=[CH:18][CH:17]=[CH:16][C:15]=2[C:14]2[C:9]1=[CH:10][CH:11]=[CH:12][CH:13]=2.CO.[Li+].[OH-].Cl>O>[CH:10]1[C:9]2[C:8](=[CH:7][C:6]([NH:5][CH2:4][C:3]([OH:22])=[O:2])=[O:21])[C:20]3[C:15](=[CH:16][CH:17]=[CH:18][CH:19]=3)[C:14]=2[CH:13]=[CH:12][CH:11]=1 |f:2.3|. Reported procedure: 2-(2-(9H-fluoren-9-ylidene)acetamido)acetic acid methyl ester (293 mg, 1 mmol) and 300 ml of CH3OH were stirred at room temperature while 25 ml of 4 N solution of LiOH in H2O was added. The mixture was stirred for 5 hours at room temperature. The mixture is neutralized with concentrated hydrochloric acid to pH 7 and evaporated under vacuum to remove methanol. The residue was adjusted to pH 3 with concentrated hydrochloric acid. The solids were collected by vacuum filtration, washed with water an... The reactants are N1[C@@H](CNCC1)C(=O)OC(C)(C)C (Tert-butyl (S)-piperazine-2-carboxylate), Cl (hydrochloric acid). Run in O (water). Reaction conditions: temperature 0 celsius, time 1 hour. The product is Cl.Cl.N1[C@@H](CNCC1)C(=O)O ((S)-Piperazine-2-carboxylic acid dihydrochloride). RXN SMILES: [NH:1]1[CH2:6][CH2:5][NH:4][CH2:3][C@H:2]1[C:7]([O:9]C(C)(C)C)=[O:8].[ClH:14]>O>[ClH:14].[ClH:14].[NH:1]1[CH2:6][CH2:5][NH:4][CH2:3][C@H:2]1[C:7]([OH:9])=[O:8] |f:3.4.5|. Procedure: The crude tert-butyl (S)-piperazine-2-carboxylate from Example 7 was stirred in 2.9 g of water and 2.1 g (18.4 mmol) of 32 percent hydrochloric acid for 20 minutes at 100° C. The mixture was cooled to 0° C. and stirred for a further 1 hour. The hydrochloride which had precipitated out was filtered off and washed with 10 ml of dichloromethane. The yield of the title compound was 0.24 g (41 percent, based on tert-butyl pyrazinecarboxylate). The ee value was 77.6 percent. Reactants: CC(C)(C)OC(=O)N1CCC(O)CC1, O=[N+]([O-])c1ccc(O)cc1F, CCOC(=O)N=NC(=O)OCC, C1CCOC1, c1ccc(P(c2ccccc2)c2ccccc2)cc1. Product: CC(C)(C)OC(=O)N1CCC(Oc2ccc([N+](=O)[O-])c(F)c2)CC1. RXN SMILES: [C:12]([CH3:13])([CH3:14])([CH3:15])[O:16][C:17](=[O:18])[N:19]1[CH2:20][CH2:21][CH:22]([OH:25])[CH2:23][CH2:24]1.[F:1][c:2]1[cH:3][c:4]([OH:11])[cH:5][cH:6][c:7]1[N+:8](=[O:9])[O-:10].[O:45]=[C:46]([O:47][CH2:48][CH3:49])[N:50]=[N:51][C:52]([O:53][CH2:54][CH3:55])=[O:56].[O:57]1[CH2:58][CH2:59][CH2:60][CH2:61]1.[c:26]1([P:27]([c:28]2[cH:29][cH:30][cH:31][cH:32][cH:33]2)[c:34]2[cH:35][cH:36][cH:37][cH:38][cH:39]2)[cH:40][cH:41][cH:42][cH:43][cH:44]1>>[F:1][c:2]1[cH:3][c:4]([O:11][CH:22]2[CH2:21][CH2:20][N:19]([C:17]([O:16][C:12]([CH3:13])([CH3:14])[CH3:15])=[O:18])[CH2:24][CH2:23]2)[cH:5][cH:6][c:7]1[N+:8](=[O:9])[O-:10].